Task: describe an organic reaction: reactants, conditions, products, and yield. Dataset: the Open Reaction Database (ORD), a public repository of structured organic reaction records Yields the product BrC1=CC=C2C(=NN(C(C2=C1)=O)NC(CC1=CC(=CC(=C1)F)F)=O)C1=CC=C(C=C1)OC (N-[7-bromo-4-(4-methoxyphenyl)-1-oxophthalazin-2(1H)-yl]-2-(3,5-difluorophenyl)acetamide). The reactants are NN1C(C2=CC(=CC=C2C(=N1)C1=CC=C(C=C1)OC)Br)=O (2-amino-7-bromo-4-(4-methoxyphenyl)phthalazin-1(2H)-one), FC=1C=C(C=C(C1)F)CC(=O)Cl (2-(3,5-difluorophenyl)acetyl chloride). Procedure details: The product from Example 174A and 2-(3,5-difluorophenyl)acetyl chloride were treated using a method similar to that described in Example 53 to give the title compound. 1H NMR (300 MHz, DMSO-d6) δ ppm 11.77-11.80 (bs, 1H), 8.49 (d, J=2.1 Hz, 1H), 8.15 (dd, J=8.6, 2.2 Hz, 1H), 7.70 (d, J=8.7 Hz, 1H), 7.51-7.55 (m, 2H), 7.06-7.22 (m, 5H), 3.85 (s, 3H), 3.76-3.77 (bs, 2H); MS (ESI+) M/Z 503 (M+H)+. RXN SMILES: [NH2:1][N:2]1[N:11]=[C:10]([C:12]2[CH:17]=[CH:16][C:15]([O:18][CH3:19])=[CH:14][CH:13]=2)[C:9]2[C:4](=[CH:5][C:6]([Br:20])=[CH:7][CH:8]=2)[C:3]1=[O:21].[F:22][C:23]1[CH:24]=[C:25]([CH2:30][C:31](Cl)=[O:32])[CH:26]=[C:27]([F:29])[CH:28]=1>>[Br:20][C:6]1[CH:5]=[C:4]2[C:9]([C:10]([C:12]3[CH:13]=[CH:14][C:15]([O:18][CH3:19])=[CH:16][CH:17]=3)=[N:11][N:2]([NH:1][C:31](=[O:32])[CH2:30][C:25]3[CH:24]=[C:23]([F:22])[CH:28]=[C:27]([F:29])[CH:26]=3)[C:3]2=[O:21])=[CH:8][CH:7]=1.